Dataset: the Open Reaction Database (ORD), a public repository of structured organic reaction records. Task: describe an organic reaction: reactants, conditions, products, and yield Starting materials: C([O-])(O)=O.[Na+] (sodium bicarbonate), O (water), NC1=NC=CC=C1 (2-aminopyridine), BrCC(=O)C1=CC=C(C=C1)OC (α-bromo-p-methoxyacetophenone). Run in C(C)O (ethanol). The product is COC1=CC=C(C=C1)C=1N=C2N(C=CC=C2)C1 (2-(4-methoxyphenyl)imidazo[1,2-a]pyridine). As a reaction SMILES: C(=O)(O)[O-].[Na+].[NH2:6][C:7]1[CH:12]=[CH:11][CH:10]=[CH:9][N:8]=1.Br[CH2:14][C:15]([C:17]1[CH:22]=[CH:21][C:20]([O:23][CH3:24])=[CH:19][CH:18]=1)=O.O>C(O)C>[CH3:24][O:23][C:20]1[CH:21]=[CH:22][C:17]([C:15]2[N:6]=[C:7]3[CH:12]=[CH:11][CH:10]=[CH:9][N:8]3[CH:14]=2)=[CH:18][CH:19]=1 |f:0.1|. Procedure: A mixture of 25.2 g. of sodium bicarbonate, 12.3 g. of 2-aminopyridine and 30 g. of α-bromo-p-methoxyacetophenone in 100 ml. of water and 550 ml. of absolute ethanol is heated at reflux temperatures for 1.5 hrs. The reaction mixture is concentrated under reduced pressure to a yellow solid, which is partitioned between chloroform and water. The organic layer is separated, dried over sodium sulfate. Removal of the chloroform in vacuo leaves the crude intermediate as a yellow solid. Recrystallizati... Starting materials: BrC=1C=C(N(C1CCC)CC1=CC=C(C=C1)C1=C(C=CC=C1)C1=NN=NN1C(C1=CC=CC=C1)(C1=CC=CC=C1)C1=CC=CC=C1)C=O (4-bromo-5-n-propyl-1-[2′-(1-triphenylmethyltetrazol-5-yl)biphenyl-4-yl-methyl]-2-pyrrolaldehyde), Cl (HCl). Product: BrC=1C=C(N(C1CCC)CC1=CC=C(C=C1)C1=C(C=CC=C1)C1=NN=NN1)C=O (4-Bromo-5-n-propyl-1-[2′-(1H-tetrazol-5-yl)biphenyl-4-yl-methyl]-2-pyrrolaldehyde). Yield: 52.0%. As a reaction SMILES: [Br:1][C:2]1[CH:3]=[C:4]([CH:47]=[O:48])[N:5]([CH2:10][C:11]2[CH:16]=[CH:15][C:14]([C:17]3[CH:22]=[CH:21][CH:20]=[CH:19][C:18]=3[C:23]3[N:27](C(C4C=CC=CC=4)(C4C=CC=CC=4)C4C=CC=CC=4)[N:26]=[N:25][N:24]=3)=[CH:13][CH:12]=2)[C:6]=1[CH2:7][CH2:8][CH3:9].Cl>>[Br:1][C:2]1[CH:3]=[C:4]([CH:47]=[O:48])[N:5]([CH2:10][C:11]2[CH:16]=[CH:15][C:14]([C:17]3[CH:22]=[CH:21][CH:20]=[CH:19][C:18]=3[C:23]3[NH:27][N:26]=[N:25][N:24]=3)=[CH:13][CH:12]=2)[C:6]=1[CH2:7][CH2:8][CH3:9]. Procedure details: This compound was prepared using the same procedure as in Example 1.10 g of 4-bromo-5-n-propyl-1-[2′-(1-triphenylmethyltetrazol-5-yl)biphenyl-4-yl-methyl]-2-pyrrolaldehyde (0.015 moles) and 19 mL of 4N HCl (0.075 moles) yield 3.5 g of product. Formula: C22H20BrN5O (m.w. 450.34). Yield 52%. Starting materials: alcohol, anhydrides, 351.4K, alcohol, CC(COCC(C)OCC(C)OCC(C)N)N (Jeffamine), amine, diethylester, monoethylester, C1C2C=CC1C3C2C(=O)OC3=O (Nadic Anhydride). Run at time 1 hour. Reaction SMILES: C1[CH:5]2[CH:6]3[C:11](=[O:12])[O:10][C:8](=[O:9])[CH:7]3[CH:2]1[CH:3]=[CH:4]2.CC(N)COCC(OCC(OCC(N)C)C)C>C(O)C>[C:11]1(=[O:12])[O:10][C:8](=[O:9])[C:7]2=[CH:2][CH:3]=[CH:4][CH:5]=[C:6]12. Solvent: C(C)O (ethanol), C(C)O (ethanol). Product: monoethylester, C1(C=2C(C(=O)O1)=CC=CC2)=O (Phthalic Anhydride). Procedure: Stoichrometric amounts of diethylester, of BTDA (BTDE) 0.67 mole, and the monoethylester of Nadic Anhydride, (NE), 1.10 mole and the monoethylester of Phthalic Anhydride (PE), 0.12 mole were prepared by refluxing the corresponding anhydrides with an excess of ethanol (2.69 mole). The stoichrometric amount of ethanol needed for the NE+BTDA used is 2.57 moles. Thus, an excess of 0.12 moles is employed to ensure complete or near complete conversion. Since this type of reaction is an esterification,... Reactants: ClC1=CC=C(C=C1)C1=NOC=C1CO ([3-(4-chloro-phenyl)-isoxazol-4-yl]-methanol), ClC1=NC=C(C(=O)OC)C=C1 (methyl 6-chloronicotinate), [Cl-].[Na+] (sodium chloride), [H-].[Na+] (sodium hydride). Solvent: C1CCOC1 (THF), C1CCOC1 (THF), C1CCOC1 (THF). Run at time 2 hour. Product: COC(C1=CN=C(C=C1)OCC=1C(=NOC1)C1=CC=C(C=C1)Cl)=O (6-[3-(4-Chloro-phenyl)-isoxazol-4-ylmethoxy]-nicotinic acid methyl ester). Yield: 72.0%. Reaction SMILES: [H-].[Na+].[Cl:3][C:4]1[CH:9]=[CH:8][C:7]([C:10]2[C:14]([CH2:15][OH:16])=[CH:13][O:12][N:11]=2)=[CH:6][CH:5]=1.Cl[C:18]1[CH:27]=[CH:26][C:21]([C:22]([O:24][CH3:25])=[O:23])=[CH:20][N:19]=1.[Cl-].[Na+]>C1COCC1>[CH3:25][O:24][C:22](=[O:23])[C:21]1[CH:26]=[CH:27][C:18]([O:16][CH2:15][C:14]2[C:10]([C:7]3[CH:6]=[CH:5][C:4]([Cl:3])=[CH:9][CH:8]=3)=[N:11][O:12][CH:13]=2)=[N:19][CH:20]=1 |f:0.1,4.5|. Procedure: To a suspension of sodium hydride (55% dispersion in mineral oil, 1.16 g, 26.5 mmol) in THF (30 mL) was added a solution of [3-(4-chloro-phenyl)-isoxazol-4-yl]-methanol (24.1 mmol) in THF (60 mL) at 0° C. and the reaction mixture warmed to room temperature over 30 min. Then a solution of methyl 6-chloronicotinate (4.65 g, 26.5 mmol) in THF (60 mL) was added dropwise at 0° C. and the reaction mixture was stirred at room temperature for 2 h. The reaction mixture was then poured into aqueous sodium... As a reaction SMILES: Cl[C:2]1[CH:7]=CC=C(F)[C:3]=1[C:9]1[C:13](C(OC)=O)=[C:12](C(C(=O)C(F)(F)F)=CN(C)C)[O:11][N:10]=1.ClC1C=C([NH:36][NH2:37])C=CC=1.C(N(CC)C(C)C)(C)C>C(O)C>[NH:36]1[CH:7]=[CH:2][C:3]([C:9]2[CH:13]=[CH:12][O:11][N:10]=2)=[N:37]1. Yield: 225.8%. Yields the product N1N=C(C=C1)C1=NOC=C1 (pyrazolyl-isoxazole). The reactants are ClC1=C(C(=CC=C1)F)C1=NOC(=C1C(=O)OC)C(=CN(C)C)C(C(F)(F)F)=O (methyl 3-(2-chloro-6-fluorophenyl)-5-(1-(dimethylamino)-4,4,4-trifluoro-3-oxobut-1-en-2-yl)isoxazole-4-carboxylate), ClC=1C=C(C=CC1)NN (3-Chlorophenylhydrazine), C(C)(C)N(C(C)C)CC (N,N-Diisopropylethylamine), Petroleum ether Diethyl ether. Run in C(C)O (ethanol). Procedure details: To a solution of 0.5047 g (1.1994 mmol) methyl 3-(2-chloro-6-fluorophenyl)-5-(1-(dimethylamino)-4,4,4-trifluoro-3-oxobut-1-en-2-yl)isoxazole-4-carboxylate in dry ethanol, 0.1790 g (0.9995 mmol) 3-Chlorophenylhydrazine and 0.17 mL (0.9995 mmol) N,N-Diisopropylethylamine (DIPEA) were added. The reaction mixture was heated under reflux for 2 h. The product was isolated by using column chromatography (Petroleum ether:Diethyl ether 80:20), and 0.305 g (yield of theory: 61%) of the pyrazolyl-isoxazole...